This data is from the Open Reaction Database (ORD), a public repository of structured organic reaction records. The task is: describe an organic reaction: reactants, conditions, products, and yield Reactants: CN1N=C(C=C1CO)C(F)(F)F ((1-methyl-3-(trifluoromethyl)-1H-pyrazol-5-yl)methanol), C1CCN(CC1)C(=O)N=NC(=O)N2CCCCC2 (ADDP), C(CCC)P(CCCC)CCCC (tri-n-butylphosphine), COC(CC1=CSC2=C1C(=CC(=C2)O)C(F)(F)F)=O (methyl(6-hydroxy-4-(trifluoromethyl)-1-benzothiophen-3-yl)acetate). Solvent: C1CCOC1 (THF). Run at time 12 hour. Product: CN1N=C(C=C1COC1=CC2=C(C(=CS2)CC(=O)O)C(=C1)C(F)(F)F)C(F)(F)F ((6-((1-Methyl-3-(trifluoromethyl)-1H-pyrazol-5-yl)methoxy)-4-(trifluoromethyl)-1-benzothiophen-3-yl)acetic acid). Yield: 70.7%. RXN SMILES: C[O:2][C:3](=[O:19])[CH2:4][C:5]1[C:9]2[C:10]([C:15]([F:18])([F:17])[F:16])=[CH:11][C:12]([OH:14])=[CH:13][C:8]=2[S:7][CH:6]=1.[CH3:20][N:21]1[C:25]([CH2:26]O)=[CH:24][C:23]([C:28]([F:31])([F:30])[F:29])=[N:22]1.C1CCN(C(N=NC(N2CCCCC2)=O)=O)CC1.C(P(CCCC)CCCC)CCC>C1COCC1>[CH3:20][N:21]1[C:25]([CH2:26][O:14][C:12]2[CH:11]=[C:10]([C:15]([F:18])([F:17])[F:16])[C:9]3[C:5]([CH2:4][C:3]([OH:2])=[O:19])=[CH:6][S:7][C:8]=3[CH:13]=2)=[CH:24][C:23]([C:28]([F:29])([F:31])[F:30])=[N:22]1. Reported procedure: To a mixture of methyl(6-hydroxy-4-(trifluoromethyl)-1-benzothiophen-3-yl)acetate (60 mg) and THF (dry) (3 mL) were added (1-methyl-3-(trifluoromethyl)-1H-pyrazol-5-yl)methanol (37.2 mg), ADDP (62.6 mg) and tri-n-butylphosphine (0.071 mL) at room temperature. The mixture was stirred at room temperature for 12 h. The insoluble material was removed by filtration, and the filtrate was concentrated in vacuo. The residue was purified by silica gel column chromatography (EtOAc/hexane). To the mixture ...